Dataset: the Open Reaction Database (ORD), a public repository of structured organic reaction records. Task: describe an organic reaction: reactants, conditions, products, and yield The reactants are CCOC(=O)c1cn(-c2cccc(-c3ccccc3OC(F)(F)F)c2)cn1, CCO, [K+], [OH-]. The product is O=C(O)c1cn(-c2cccc(-c3ccccc3OC(F)(F)F)c2)cn1. RXN SMILES: [CH2:1]([CH3:2])[O:3][C:4](=[O:5])[c:6]1[n:7][cH:8][n:9](-[c:11]2[cH:12][c:13](-[c:17]3[c:18]([O:23][C:24]([F:25])([F:26])[F:27])[cH:19][cH:20][cH:21][cH:22]3)[cH:14][cH:15][cH:16]2)[cH:10]1.[CH3:30][CH2:31][OH:32].[K+:29].[OH-:28]>>[O:3]=[C:4]([OH:5])[c:6]1[n:7][cH:8][n:9](-[c:11]2[cH:12][c:13](-[c:17]3[c:18]([O:23][C:24]([F:25])([F:26])[F:27])[cH:19][cH:20][cH:21][cH:22]3)[cH:14][cH:15][cH:16]2)[cH:10]1.